Dataset: the Open Reaction Database (ORD), a public repository of structured organic reaction records. Task: describe an organic reaction: reactants, conditions, products, and yield Reactants: C(C)NC([O-])=O.OC=1C(=CC=2C(C3C(CNC3)C2C1)C)Cl (N-ethylcarbamate 5-hydroxy-6-chloro-8-methyl-1,2,3,3a,8,8a-hexahydroindeno[1,2-c]pyrrole), FC1=C(CBr)C=CC=C1 (2-fluorobenzyl bromide). Product: FC1=C(COC=2C(=CC=3C(C4C(CNC4)C3C2)C)Cl)C=CC=C1 (5-(2-Fluorobenzyloxy)-6-chloro-8-methyl-1,2,3,3a,8,8a-hexahydroindeno[1,2-c]pyrrole), crude product. As a reaction SMILES: C(NC(=O)[O-])C.[OH:7][C:8]1[C:9]([Cl:21])=[CH:10][C:11]2[CH:12]([CH3:20])[CH:13]3[CH2:17][NH:16][CH2:15][CH:14]3[C:18]=2[CH:19]=1.[F:22][C:23]1[CH:30]=[CH:29][CH:28]=[CH:27][C:24]=1[CH2:25]Br>>[F:22][C:23]1[CH:30]=[CH:29][CH:28]=[CH:27][C:24]=1[CH2:25][O:7][C:8]1[C:9]([Cl:21])=[CH:10][C:11]2[CH:12]([CH3:20])[CH:13]3[CH2:17][NH:16][CH2:15][CH:14]3[C:18]=2[CH:19]=1 |f:0.1|. Reported procedure: The subtitle compound was prepared by the method of Example 6, Step A utilizing N-ethylcarbamate-5-hydroxy-6-chloro-8-methyl-1,2,3,3a,8,8a-hexahydroindeno[1,2-c]pyrrole (from Example 5, Step A) and 2-fluorobenzyl bromide. The crude product was obtained without further purification. MS calculated for C22H23ClFNO3+H: 404, observed: 404. Starting materials: C[O-].[Na+] (sodium methoxide), ClC=1C=C(C=CC1)O (m-chlorophenol), [I-].[K+] (potassium iodide), BrC(C(=O)OC)C1=CC=C(C=C1)OC1=CC=C(C=C1)Cl (methyl α-bromo-α-[p-(p-chlorophenoxy)phenyl]acetate). Solvent: CO (methanol), C1=CC=CC=C1 (benzene), O (water). Yields the product ClC=1C=C(OC(C(=O)OC)C2=CC=C(C=C2)OC2=CC=C(C=C2)Cl)C=CC1 (Methyl α-(m-chlorophenoxy)-α-[p-(p-chlorophenoxy)phenyl]acetate). RXN SMILES: C[O-].[Na+].[Cl:4][C:5]1[CH:6]=[C:7]([OH:11])[CH:8]=[CH:9][CH:10]=1.[I-].[K+].Br[CH:15]([C:20]1[CH:25]=[CH:24][C:23]([O:26][C:27]2[CH:32]=[CH:31][C:30]([Cl:33])=[CH:29][CH:28]=2)=[CH:22][CH:21]=1)[C:16]([O:18][CH3:19])=[O:17]>CO.C1C=CC=CC=1.O>[Cl:4][C:5]1[CH:6]=[C:7]([CH:8]=[CH:9][CH:10]=1)[O:11][CH:15]([C:20]1[CH:25]=[CH:24][C:23]([O:26][C:27]2[CH:28]=[CH:29][C:30]([Cl:33])=[CH:31][CH:32]=2)=[CH:22][CH:21]=1)[C:16]([O:18][CH3:19])=[O:17] |f:0.1,3.4|. Procedure details: To a solution of 1.19 g of sodium methoxide and 3.21 g of m-chlorophenol in 40 ml of methanol is added 50 mg of potassium iodide and 7.11 g of methyl α-bromo-α-[p-(p-chlorophenoxy)phenyl]acetate in 10 ml of benzene. The mixture is refluxed overnight and poured into 100 ml of water. The mixture is extracted with ether and the ether extracts washed with 5% NaOH, water, saturated NaCl solution and dried (MgSO4). The solvent is removed under vacuum to give an oil. Chromatography over silica gel (sol... Reactants: CC(=O)O[BH-](OC(C)=O)OC(C)=O, CO, CO, Cl, Cl, NCCF, [Na+], O=C1CCC(Nc2cccc3cnccc23)CC1. Product: FCCNC1CCC(Nc2cccc3cnccc23)CC1. As a reaction SMILES: [C:24]([O:25][BH-:26]([O:27][C:28](=[O:29])[CH3:30])[O:31][C:32](=[O:33])[CH3:34])(=[O:35])[CH3:36].[CH3:38][OH:39].[CH3:41][OH:42].[ClH:19].[ClH:40].[F:20][CH2:21][CH2:22][NH2:23].[Na+:37].[cH:1]1[n:2][cH:3][cH:4][c:5]2[c:6]([NH:11][CH:12]3[CH2:13][CH2:14][C:15](=[O:18])[CH2:16][CH2:17]3)[cH:7][cH:8][cH:9][c:10]12>>[cH:1]1[n:2][cH:3][cH:4][c:5]2[c:6]([NH:11][CH:12]3[CH2:13][CH2:14][CH:15]([NH:23][CH2:22][CH2:21][F:20])[CH2:16][CH2:17]3)[cH:7][cH:8][cH:9][c:10]12. Starting materials: BrCc1ccccc1, C1CCOC1, CC(C)[N-]C(C)C, O=C1CCCN1C1CCCCC1, [Li+]. Yields the product O=C1C(Cc2ccccc2)CCN1C1CCCCC1. RXN SMILES: [Br:21][CH2:22][c:23]1[cH:24][cH:25][cH:26][cH:27][cH:28]1.[CH2:29]1[O:30][CH2:31][CH2:32][CH2:33]1.[CH3:14][CH:15]([N-:16][CH:17]([CH3:18])[CH3:19])[CH3:20].[CH:1]1([N:7]2[C:8](=[O:12])[CH2:9][CH2:10][CH2:11]2)[CH2:2][CH2:3][CH2:4][CH2:5][CH2:6]1.[Li+:13]>>[CH:1]1([N:7]2[C:8](=[O:12])[CH:9]([CH2:22][c:23]3[cH:24][cH:25][cH:26][cH:27][cH:28]3)[CH2:10][CH2:11]2)[CH2:2][CH2:3][CH2:4][CH2:5][CH2:6]1.